Dataset: the Open Reaction Database (ORD), a public repository of structured organic reaction records. Task: describe an organic reaction: reactants, conditions, products, and yield Starting materials: compound [ 4-6 ], CC1=CC=C(CCl)C=C1 (4-methylbenzyl chloride), C(C1=CC=CC=C1)N1C=CC2=CC=C(C=C12)CC(=O)O (2-(1-benzyl-1H-indole-6-yl)acetic acid). The product is CC1=CC=C(CN2C=CC3=CC=C(C=C23)CC(=O)O)C=C1 (2-[1-(4-methylbenzyl)-1H-indole-6-yl]acetic acid), C(C1=CC=CC=C1)N1C=CC2=CC=C(C=C12)CC(=O)O (2-(1-benzyl-1H-indole-6-yl)acetic acid). Reaction SMILES: [CH3:1][C:2]1[CH:9]=[CH:8][C:5]([CH2:6]Cl)=[CH:4][CH:3]=1.[CH2:10]([N:17]1[C:25]2[C:20](=[CH:21][CH:22]=[C:23]([CH2:26][C:27]([OH:29])=[O:28])[CH:24]=2)[CH:19]=[CH:18]1)[C:11]1[CH:16]=[CH:15][CH:14]=[CH:13][CH:12]=1>>[CH3:1][C:2]1[CH:9]=[CH:8][C:5]([CH2:6][N:17]2[C:25]3[C:20](=[CH:21][CH:22]=[C:23]([CH2:26][C:27]([OH:29])=[O:28])[CH:24]=3)[CH:19]=[CH:18]2)=[CH:4][CH:3]=1.[CH2:10]([N:17]1[C:25]2[C:20](=[CH:21][CH:22]=[C:23]([CH2:26][C:27]([OH:29])=[O:28])[CH:24]=2)[CH:19]=[CH:18]1)[C:11]1[CH:12]=[CH:13][CH:14]=[CH:15][CH:16]=1. Reported procedure: The titled compound (21 mg) as a reddish brown solid was prepared from the compound [4-6] obtained in the process (6) of Example 4 (100 mg) and 4-methylbenzyl chloride according to the method of the process (7) of Example 4. Reactants: C(C)(C)(C)OC(=O)N1CC2N(CC2CC1)[C@H](C)C1=CC=CC=C1 (8-((1R)-1-Phenyl-ethyl)-3,8-diaza-bicyclo[4.2.0]octane-3-carboxylic acid tert-butyl ester). Reagents/catalysts: [OH-].[OH-].[Pd+2] (Pd(OH)2/C). Solvent: CO (CH3OH). Run at temperature 50 celsius, time 16.5 hour. Yields the product C(C)(C)(C)OC(=O)N1C[C@@H]2NC[C@@H]2CC1 ((1R,6S)-3,8-Diaza-bicyclo[4.2.0]octane-3-carboxylic acid tert-butyl ester). Reaction SMILES: [C:1]([O:5][C:6]([N:8]1[CH2:15][CH2:14][CH:13]2[CH:10]([N:11]([C@@H](C3C=CC=CC=3)C)[CH2:12]2)[CH2:9]1)=[O:7])([CH3:4])([CH3:3])[CH3:2]>CO.[OH-].[OH-].[Pd+2]>[C:1]([O:5][C:6]([N:8]1[CH2:15][CH2:14][C@@H:13]2[C@@H:10]([NH:11][CH2:12]2)[CH2:9]1)=[O:7])([CH3:4])([CH3:2])[CH3:3] |f:2.3.4|. Reported procedure: To the minor isomer product of Example 3E (2.4 g, 7.5 mmol) in 30 mL CH3OH was added 0.58 g of 20% Pd(OH)2/C (wet). This mixture was shaken under 60 psi of H2 for 16.5 h at 50° C. The mixture was filtered, concentrated to proved the title compound, suitable for use without further purification. MS (DCl/NH3) m/z 213 (M+H)+.